Task: describe an organic reaction: reactants, conditions, products, and yield. Dataset: the Open Reaction Database (ORD), a public repository of structured organic reaction records Reactants: C(C)OC(NC(CCl)=O)=O ((2-Chloro-acetyl)-carbamic acid ethyl ester), BrC1=C(C=C(C=C1)N)C (4-bromo-3-methyl-phenylamine), CN(C1=CC=CC=C1)C (dimethylphenylamine). Reaction conditions: temperature 130 celsius, time 5 hour. Yields the product BrC1=C(C=C(C=C1)N1C(NC(C1)=O)=O)C (1-(4-bromo-3-methyl-phenyl)-imidazolidine-2,4-dione). The yield is 54.3%. Reaction SMILES: C(O[C:4](=[O:10])[NH:5][C:6](=[O:9])[CH2:7]Cl)C.[Br:11][C:12]1[CH:17]=[CH:16][C:15]([NH2:18])=[CH:14][C:13]=1[CH3:19].CN(C)C1C=CC=CC=1>>[Br:11][C:12]1[CH:17]=[CH:16][C:15]([N:18]2[CH2:7][C:6](=[O:9])[NH:5][C:4]2=[O:10])=[CH:14][C:13]=1[CH3:19]. Procedure details: (2-Chloro-acetyl)-carbamic acid ethyl ester (356 mg, 2.15 mmol) was added to 4-bromo-3-methyl-phenylamine (400 mg, 2.15 mmol) and dimethylphenylamine (273 μL, 2.15 mmol) at room temperature. The mixture was stirred at 130° C. for five hours, and the reaction solution was then cooled. The precipitate was collected by filtration and washed with CH3CN to give 1-(4-bromo-3-methyl-phenyl)-imidazolidine-2,4-dione as a colorless solid (314 mg, 54%). Reaction SMILES: O.O.O.[N+]([O-])([O-])=O.[Tl+3].[N+]([O-])([O-])=O.[N+]([O-])([O-])=O.[CH:17]([O:22][CH3:23])([O:20]C)OC.Cl.[C:25]([C:28]1[CH:37]=[C:36]2[C:31]([CH2:32][CH2:33][N:34]([CH2:38][CH2:39][CH2:40][CH2:41][NH:42][C:43](=[O:56])[C:44]3[CH:49]=[CH:48][C:47]([C:50]4[CH:55]=[CH:54][CH:53]=[CH:52][CH:51]=4)=[CH:46][CH:45]=3)[CH2:35]2)=[CH:30][CH:29]=1)(=O)C>CO.ClCCl>[CH3:23][O:22][C:17]([CH2:25][C:28]1[CH:37]=[C:36]2[C:31]([CH2:32][CH2:33][N:34]([CH2:38][CH2:39][CH2:40][CH2:41][NH:42][C:43](=[O:56])[C:44]3[CH:45]=[CH:46][C:47]([C:50]4[CH:51]=[CH:52][CH:53]=[CH:54][CH:55]=4)=[CH:48][CH:49]=3)[CH2:35]2)=[CH:30][CH:29]=1)=[O:20] |f:0.1.2.3.4.5.6,8.9|. The yield is 29.9%. Starting materials: O.O.O.[N+](=O)([O-])[O-].[Tl+3].[N+](=O)([O-])[O-].[N+](=O)([O-])[O-] (thallium (III) nitrate trihydrate), Cl.C(C)(=O)C1=CC=C2CCN(CC2=C1)CCCCNC(C1=CC=C(C=C1)C1=CC=CC=C1)=O (7-acetyl-2-(4-(4-phenylbenzoylamino)butyl)-1,2,3,4-tetrahydroisoquinoline, hydrochloride), C(OC)(OC)OC (trimethyl orthoformate). Yields the product COC(=O)CC1=CC=C2CCN(CC2=C1)CCCCNC(C1=CC=C(C=C1)C1=CC=CC=C1)=O (7-Methoxycarbonylmethyl-2-(4-(4-phenylbenzoylamino)butyl)-1,2,3,4-tetrahydroisoquinoline). The solvent is ClCCl (dichloromethane), CO (methanol). Run at time 4 hour. Procedure details: A mixture of thallium (III) nitrate trihydrate (0.73 g, 1.6 mmol), K10 clay (1.65 g) and trimethyl orthoformate (1.8 ml, 1.6 mmol) in methanol (3 ml) was stirred at room temperature for 15 min. The solvent was evaporated in vacuo and dichloromethane (5 ml) was added to the residue. To this mixture was added a solution of 7-acetyl-2-(4-(4-phenylbenzoylamino)butyl)-1,2,3,4-tetrahydroisoquinoline, hydrochloride (0.50 g, 1.1 mmol) in dichloromethane (15 ml) and the reaction mixture was stirred for 4...